The task is: describe an organic reaction: reactants, conditions, products, and yield. This data is from the Open Reaction Database (ORD), a public repository of structured organic reaction records. Starting materials: C1=CC(=CC(=C1)Cl)C(=O)OO (m-CPBA), C1(=CC=CC=C1)C1=C(C(=NO1)C1=NC(=NO1)C1=CC=C(C=C1)C=C)CCC (5-(5-phenyl-4-propylisoxazol-3-yl)-3-(4-vinylphenyl)-1,2,4-oxadiazole), 1B. The solvent is C(Cl)Cl (DCM). Conditions: time 8 hour. The product is O1C(C1)C1=CC=C(C=C1)C1=NOC(=N1)C1=NOC(=C1CCC)C1=CC=CC=C1 (3-(4-(Oxiran-2-yl)phenyl)-5-(5-phenyl-4-propylisoxazol-3-yl)-1,2,4-oxadiazole). As a reaction SMILES: [C:1]1([C:7]2[O:11][N:10]=[C:9]([C:12]3[O:16][N:15]=[C:14]([C:17]4[CH:22]=[CH:21][C:20]([CH:23]=[CH2:24])=[CH:19][CH:18]=4)[N:13]=3)[C:8]=2[CH2:25][CH2:26][CH3:27])[CH:6]=[CH:5][CH:4]=[CH:3][CH:2]=1.C1C=C(Cl)C=C(C(OO)=[O:36])C=1>C(Cl)Cl>[O:36]1[CH2:24][CH:23]1[C:20]1[CH:19]=[CH:18][C:17]([C:14]2[N:13]=[C:12]([C:9]3[C:8]([CH2:25][CH2:26][CH3:27])=[C:7]([C:1]4[CH:6]=[CH:5][CH:4]=[CH:3][CH:2]=4)[O:11][N:10]=3)[O:16][N:15]=2)=[CH:22][CH:21]=1. Reported procedure: To a mixture of 5-(5-phenyl-4-propylisoxazol-3-yl)-3-(4-vinylphenyl)-1,2,4-oxadiazole (4.64 g, 12.97 mmol) in DCM (500 mL) was added m-CPBA (9 g, 52.2 mmol). The reaction mixture was stirred overnight at room temperature. Next, the reaction mixture was washed with 1N NaOH. The organic layer was dried with MgSO4, filtered, and concentrated to yield Preparation 1B. MS (m+1)=374. HPLC Peak RT=4.36 minutes (Analytical Method A). Reactants: [Cl-].[Al+3].[Cl-].[Cl-] (aluminum chloride), FC1=CC=C(C=C1)C (4-fluorotoluene), ice water, C(C)(C)(C)Cl (tert-butyl chloride). The solvent is C(=S)=S (carbon disulfide). Conditions: time 10 minute. Yields the product C(C)(C)(C)C=1C=C(C=CC1F)C (3-tert-Butyl-4-fluorotoluene). The yield is 65.3%. RXN SMILES: [Cl-].[Al+3].[Cl-].[Cl-].[F:5][C:6]1[CH:11]=[CH:10][C:9]([CH3:12])=[CH:8][CH:7]=1.[C:13](Cl)([CH3:16])([CH3:15])[CH3:14]>C(=S)=S>[C:13]([C:7]1[CH:8]=[C:9]([CH3:12])[CH:10]=[CH:11][C:6]=1[F:5])([CH3:16])([CH3:15])[CH3:14] |f:0.1.2.3|. Procedure details: To a solution of aluminum chloride (8.1 g, 60.7 mmol) in carbon disulfide (60 ml), 4-fluorotoluene (6.0 g, 54.5 mmol) was added and then under cooling with ice, tert-butyl chloride (6.0 ml, 54.5 mmol) was added, followed by stirring for 10 min. The reaction mixture was poured into ice water and extracted with methylene chloride. The organic layer was washed with saturated brine, dried over sodium sulfate and evaporated under reduced pressure to remove the solvent. The thus obtained residue was s... The reactants are ClC1=C(C=C(C=C1[N+](=O)[O-])C(F)(F)F)[N+](=O)[O-] (4-chloro-3,5-dinitrobenzotrifluoride), NC(=S)N (thiourea). The solvent is S1(=O)(=O)CCCC1 (sulpholane). Run at temperature 100 celsius, time 1 hour. Product: NC=1SC2=C(N1)C=C(C=C2[N+](=O)[O-])C(F)(F)F (2-amino-5-trifluoromethyl-7-nitrobenzothiazole). Isolated yield 54.4%. Reaction SMILES: Cl[C:2]1[C:7]([N+:8]([O-])=O)=[CH:6][C:5]([C:11]([F:14])([F:13])[F:12])=[CH:4][C:3]=1[N+:15]([O-:17])=[O:16].[NH2:18][C:19](N)=[S:20]>S1(CCCC1)(=O)=O>[NH2:18][C:19]1[S:20][C:2]2[C:3]([N+:15]([O-:17])=[O:16])=[CH:4][C:5]([C:11]([F:14])([F:13])[F:12])=[CH:6][C:7]=2[N:8]=1. Reported procedure: 67.5 g of 4-chloro-3,5-dinitrobenzotrifluoride are slowly introduced, with stirring, into a solution of 76 g of thiourea in 250 ml of sulpholane at 100° C. The mixture is stirred at 100° C. for a further one hour. After cooling, the precipitate is filtered off with suction and dried. 35.7 g of crude 2-amino-5-trifluoromethyl-7-nitrobenzothiazole of melting point 254°-256° C. (decomposition) are obtained. Recrystallisation from pyridine/water (3/1) raises the melting point to 262°-263° C. me+ : 2...